Dataset: the Open Reaction Database (ORD), a public repository of structured organic reaction records. Task: describe an organic reaction: reactants, conditions, products, and yield Starting materials: C(C=C)[Mg]Cl (allylmagnesiumchloride), FC=1C=C(CBr)C=C(C1)F (3,5-difluorobenzyl-bromide). The solvent is O1CCCC1 (tetrahydrofuran), O1CCCC1 (tetrahydrofuran). Conditions: time 20 hour. Yields the product C1(=CC=CC=C1)C#CC1=CC=CC=C1 (tolane). Yield: 177.5%. As a reaction SMILES: F[C:2]1[CH:3]=[C:4]([CH:7]=[C:8](F)[CH:9]=1)[CH2:5]Br.[CH2:11]([Mg]Cl)[CH:12]=[CH2:13]>O1CCCC1>[C:4]1([C:5]#[C:11][C:12]2[CH:13]=[CH:8][CH:9]=[CH:2][CH:3]=2)[CH:7]=[CH:8][CH:9]=[CH:2][CH:3]=1. Procedure details: To a dry, round bottom flask was charged 0.43 mol 3,5-difluorobenzyl-bromide and 300 ml anhydrous tetrahydrofuran. The mixture was cooled under nitrogen atmosphere to 0° C. at which time a solution of 0.54 mol allylmagnesiumchloride in 270 ml tetrahydrofuran was slowly added keeping the temperature at 0° C. After allowing to warm to room temperature and stirring until completion (20 hours), the reaction was quenched with an excess of diluted hydrochloric acid. The organic layer was separated, an...